Dataset: the Open Reaction Database (ORD), a public repository of structured organic reaction records. Task: describe an organic reaction: reactants, conditions, products, and yield Starting materials: [O-][Mn](=O)(=O)=O.[K+] (KMnO4), [O-][Mn](=O)(=O)=O.[K+] (KMnO4), [O-][Mn](=O)(=O)=O.[K+] (KMnO4), [O-][Mn](=O)(=O)=O.[K+] (KMnO4), BrC1=CC=C(C=C1)C (4-bromotoluene), O (water). Reaction conditions: temperature 60 celsius. Product: BrC1=CC=C(C(=O)O)C=C1 (4-bromobenzoic acid). Yield: 41.0%. Reaction SMILES: [O-:1][Mn](=O)(=O)=O.[K+].[Br:7][C:8]1[CH:13]=[CH:12][C:11]([CH3:14])=[CH:10][CH:9]=1.[OH2:15]>>[Br:7][C:8]1[CH:13]=[CH:12][C:11]([C:14]([OH:1])=[O:15])=[CH:10][CH:9]=1 |f:0.1|. Procedure: KMnO4 was added in three portions according to the following procedure: KMnO4 (1.515 g, 9.59 mmol) was suspended in water (20 mL). 4-bromotoluene was added dropwise while the reaction stirred vigorously at 60° C. The mixture was allowed to reflux overnight with a loosely placed septum. A second portion of KMnO4 (0.773 g, 4.795 mmol) was added and reaction allowed to continue reflux for 8.5 hr. A final portion of KMnO4 was added and the reaction allowed to reflux for an additional 48 hr, until de... Starting materials: ClC1=CC=C(C=C1)C1=NC=2C(=NC=CC2)N1CC(=O)O (2-(4-chlorophenyl)-3H-imidazo[4,5-b]pyridine-3-acetic acid), C(=O)(N1C=NC=C1)N1C=NC=C1 (1,1'-carbonyldiimidazole), N1CCCC1 (pyrrolidine). The solvent is O1CCCC1 (tetrahydrofuran). Conditions: time 3 hour. Product: ClC1=CC=C(C=C1)C1=NC=2C(=NC=CC2)N1CC(N1CCCC1)=O (2-(4-Chlorophenyl)-3-[2-oxo-2-(1-pyrrolidinyl)ethyl]-3H-imidazo[4,5-b]pyridine). Isolated yield 59.5%. RXN SMILES: [Cl:1][C:2]1[CH:7]=[CH:6][C:5]([C:8]2[N:16]([CH2:17][C:18]([OH:20])=O)[C:11]3=[N:12][CH:13]=[CH:14][CH:15]=[C:10]3[N:9]=2)=[CH:4][CH:3]=1.C(N1C=CN=C1)(N1C=CN=C1)=O.[NH:33]1[CH2:37][CH2:36][CH2:35][CH2:34]1>O1CCCC1>[Cl:1][C:2]1[CH:3]=[CH:4][C:5]([C:8]2[N:16]([CH2:17][C:18](=[O:20])[N:33]3[CH2:37][CH2:36][CH2:35][CH2:34]3)[C:11]3=[N:12][CH:13]=[CH:14][CH:15]=[C:10]3[N:9]=2)=[CH:6][CH:7]=1. Reported procedure: Under nitrogen bubbling, a mixture of 2-(4-chlorophenyl)-3H-imidazo[4,5-b]pyridine-3-acetic acid (4.0 g, 0.014 mole) and 1,1'-carbonyldiimidazole (2.27 g, 0.014 mole) in 150 ml of tetrahydrofuran was stirred at room temperature for 3 hours. Then, under nitrogen atmosphere, pyrrolidine (1.99 g, 0.028 mole) was added and the reaction mixture was allowed to stir at room temperature over the weekend. The precipitate which had formed was filtered and the filtrate was evaporated to dryness. The solid ... Reactants: C1CCOC1, O=C=Nc1ccc(F)cc1, Cc1ccc(C(=O)c2sc(Nc3ccc(Cl)cc3)nc2N)cc1. As a reaction SMILES: [CH2:34]1[O:35][CH2:36][CH2:37][CH2:38]1.[F:24][c:25]1[cH:26][cH:27][c:28]([N:31]=[C:32]=[O:33])[cH:29][cH:30]1.[NH2:1][c:2]1[n:3][c:4]([NH:16][c:17]2[cH:18][cH:19][c:20]([Cl:23])[cH:21][cH:22]2)[s:5][c:6]1[C:7](=[O:8])[c:9]1[cH:10][cH:11][c:12]([CH3:15])[cH:13][cH:14]1>>[NH:1]([c:2]1[n:3][c:4]([NH:16][c:17]2[cH:18][cH:19][c:20]([Cl:23])[cH:21][cH:22]2)[s:5][c:6]1[C:7](=[O:8])[c:9]1[cH:10][cH:11][c:12]([CH3:15])[cH:13][cH:14]1)[C:32]([NH:31][c:28]1[cH:27][cH:26][c:25]([F:24])[cH:30][cH:29]1)=[O:33]. Product: Cc1ccc(C(=O)c2sc(Nc3ccc(Cl)cc3)nc2NC(=O)Nc2ccc(F)cc2)cc1.